This data is from the Open Reaction Database (ORD), a public repository of structured organic reaction records. The task is: describe an organic reaction: reactants, conditions, products, and yield Reactants: Cl, Oc1c(F)cccc1F, [K+], O=N[O-], [NH4+], [Na+], C1COCCO1, [OH-], O, Nc1ccc(S(=O)(=O)O)cc1. Yields the product O=S(=O)(O)c1ccc(N=Nc2cc(F)c(O)c(F)c2)cc1. RXN SMILES: [ClH:29].[F:17][c:18]1[c:19]([OH:25])[c:20]([F:24])[cH:21][cH:22][cH:23]1.[K+:27].[N:12]([O-:13])=[O:14].[NH4+:16].[Na+:15].[O:30]1[CH2:31][CH2:32][O:33][CH2:34][CH2:35]1.[OH-:26].[OH2:28].[S:1](=[O:2])([c:3]1[cH:4][cH:5][c:6]([NH2:9])[cH:7][cH:8]1)(=[O:10])[OH:11]>>[S:1](=[O:2])([c:3]1[cH:4][cH:5][c:6]([N:9]=[N:16][c:22]2[cH:21][c:20]([F:24])[c:19]([OH:25])[c:18]([F:17])[cH:23]2)[cH:7][cH:8]1)(=[O:10])[OH:11].